This data is from the Open Reaction Database (ORD), a public repository of structured organic reaction records. The task is: describe an organic reaction: reactants, conditions, products, and yield RXN SMILES: [Br:1][c:2]1[cH:3][c:4]([F:22])[c:5](-[n:9]2[c:10]([O:20][CH3:21])[n:11][c:12]([C:16]([F:17])([F:18])[F:19])[cH:13][c:14]2=[O:15])[cH:6][c:7]1[OH:8].[CH2:23]([CH:24]=[CH2:25])[Br:26].[CH3:29][N:30]([CH3:31])[CH:32]=[O:33].[H-:27].[Na+:28]>>[Br:1][c:2]1[cH:3][c:4]([F:22])[c:5](-[n:9]2[c:10]([O:20][CH3:21])[n:11][c:12]([C:16]([F:17])([F:18])[F:19])[cH:13][c:14]2=[O:15])[cH:6][c:7]1[O:8][CH2:25][CH:24]=[CH2:23]. The reactants are COc1nc(C(F)(F)F)cc(=O)n1-c1cc(O)c(Br)cc1F, C=CCBr, CN(C)C=O, [H-], [Na+]. Product: C=CCOc1cc(-n2c(OC)nc(C(F)(F)F)cc2=O)c(F)cc1Br. Starting materials: C(C)N1N=CC=2C1=NC(=C(C2NC2CCOCC2)CN(C(=O)C2(CC2)C(=O)N)CC=2C=C(C(=CC2)F)C2=CC(=CC=C2)C=O)CC (N1-{[1,6-diethyl-4-(tetrahydro-2H-pyran-4-ylamino)-1H-pyrazolo[3,4-b]pyridin-5-yl]methyl}-N1-[(6-fluoro-3′-formyl-3-biphenylyl)methyl]-1,1-cyclopropanedicarboxamide), CN1CCNCC1 (1-methylpiperazine), C(C)(=O)O[BH-](OC(C)=O)OC(C)=O.[Na+] (sodium triacetoxyborohydride), C(C)(=O)O (acetic acid). Solvent: C(Cl)Cl (DCM). Product: C(C)N1N=CC=2C1=NC(=C(C2NC2CCOCC2)CN(C(=O)C2(CC2)C(=O)N)CC=2C=C(C(=CC2)F)C2=CC(=CC=C2)CN2CCN(CC2)C)CC (N1-{[1,6-diethyl-4-(tetrahydro-2H-pyran-4-ylamino)-1H-pyrazolo[3,4-b]pyridin-5-yl]methyl}-N1-({6-fluoro-3′-[(4-methyl-1-piperazinyl)methyl]-3-biphenylyl}methyl)-1,1-cyclopropanedicarboxamide). Isolated yield 49.2%. As a reaction SMILES: [CH2:1]([N:3]1[C:7]2=[N:8][C:9]([CH2:45][CH3:46])=[C:10]([CH2:19][N:20]([CH2:29][C:30]3[CH:31]=[C:32]([C:37]4[CH:42]=[CH:41][CH:40]=[C:39](C=O)[CH:38]=4)[C:33]([F:36])=[CH:34][CH:35]=3)[C:21]([C:23]3([C:26]([NH2:28])=[O:27])[CH2:25][CH2:24]3)=[O:22])[C:11]([NH:12][CH:13]3[CH2:18][CH2:17][O:16][CH2:15][CH2:14]3)=[C:6]2[CH:5]=[N:4]1)[CH3:2].[CH3:47][N:48]1[CH2:53][CH2:52][NH:51][CH2:50][CH2:49]1.[C:54](O[BH-](OC(=O)C)OC(=O)C)(=O)C.[Na+].C(O)(=O)C>C(Cl)Cl>[CH2:1]([N:3]1[C:7]2=[N:8][C:9]([CH2:45][CH3:46])=[C:10]([CH2:19][N:20]([CH2:29][C:30]3[CH:31]=[C:32]([C:37]4[CH:42]=[CH:41][CH:40]=[C:39]([CH2:47][N:48]5[CH2:53][CH2:52][N:51]([CH3:54])[CH2:50][CH2:49]5)[CH:38]=4)[C:33]([F:36])=[CH:34][CH:35]=3)[C:21]([C:23]3([C:26]([NH2:28])=[O:27])[CH2:24][CH2:25]3)=[O:22])[C:11]([NH:12][CH:13]3[CH2:18][CH2:17][O:16][CH2:15][CH2:14]3)=[C:6]2[CH:5]=[N:4]1)[CH3:2] |f:2.3|. Procedure details: A mixture of N1-{[1,6-diethyl-4-(tetrahydro-2H-pyran-4-ylamino)-1H-pyrazolo[3,4-b]pyridin-5-yl]methyl}-N1-[(6-fluoro-3′-formyl-3-biphenylyl)methyl]-1,1-cyclopropanedicarboxamide (50 mg, 0.080 mmol), 1-methylpiperazine (7.99 mg, 0.080 mmol), sodium triacetoxyborohydride (33.8 mg, 0.160 mmol) and acetic acid (5.48 μL, 0.096 mmol) in DCM (3 mL) was stirred at room temperature over the weekend. The reaction mixture was quenched with saturated NaHCO3 and extracted with DCM twice. The combined organic...